This data is from the Open Reaction Database (ORD), a public repository of structured organic reaction records. The task is: describe an organic reaction: reactants, conditions, products, and yield Starting materials: C1CCOC1, CCO, CCOC(=O)C1=Cc2cc(Cl)cc(-c3ccc(Cl)cc3)c2OC1C(F)(F)F, [Na+], [OH-], O. Yields the product O=C(O)C1=Cc2cc(Cl)cc(-c3ccc(Cl)cc3)c2OC1C(F)(F)F. As a reaction SMILES: [CH2:30]1[O:31][CH2:32][CH2:33][CH2:34]1.[CH3:35][CH2:36][OH:37].[Cl:1][c:2]1[cH:3][c:4](-[c:21]2[cH:22][cH:23][c:24]([Cl:27])[cH:25][cH:26]2)[c:5]2[c:6]([cH:20]1)[CH:7]=[C:8]([C:15](=[O:16])[O:17][CH2:18][CH3:19])[CH:9]([C:11]([F:12])([F:13])[F:14])[O:10]2.[Na+:29].[OH-:28].[OH2:38]>>[Cl:1][c:2]1[cH:3][c:4](-[c:21]2[cH:22][cH:23][c:24]([Cl:27])[cH:25][cH:26]2)[c:5]2[c:6]([cH:20]1)[CH:7]=[C:8]([C:15](=[O:16])[OH:17])[CH:9]([C:11]([F:12])([F:13])[F:14])[O:10]2. Yields the product CC(C)(C)OC(=O)N1CCN(c2nsnc2Cl)CC1. Starting materials: CC(C)(C)OC(=O)N1CCNCC1, Clc1nsnc1Cl, Cl, CN(C)C=O, O. RXN SMILES: [C:1](=[O:2])([O:3][C:4]([CH3:5])([CH3:6])[CH3:7])[N:8]1[CH2:9][CH2:10][NH:11][CH2:12][CH2:13]1.[Cl:14][c:15]1[n:16][s:17][n:18][c:19]1[Cl:20].[ClH:21].[O:22]=[CH:23][N:24]([CH3:25])[CH3:26].[OH2:27]>>[C:1](=[O:2])([O:3][C:4]([CH3:5])([CH3:6])[CH3:7])[N:8]1[CH2:9][CH2:10][N:11]([c:19]2[c:15]([Cl:14])[n:16][s:17][n:18]2)[CH2:12][CH2:13]1. Reactants: C([O-])([O-])=O.[Na+].[Na+] (sodium carbonate), ClC=1C=C2C(=CNC2=CC1)CCNC(C1=C(C=CC=C1)I)=O (N-(2-(5-chloro-1H-indol-3-yl)ethyl)-2-iodobenzamide), FC=1C=C(C=CC1)B(O)O (3-fluorophenylboronic acid). Reagents/catalysts: C=1C=CC(=CC1)[P](C=2C=CC=CC2)(C=3C=CC=CC3)[Pd]([P](C=4C=CC=CC4)(C=5C=CC=CC5)C=6C=CC=CC6)([P](C=7C=CC=CC7)(C=8C=CC=CC8)C=9C=CC=CC9)[P](C=1C=CC=CC1)(C=1C=CC=CC1)C=1C=CC=CC1 (tetrakis(triphenylphosphine)palladium). Run in C(OC)COC (dimethoxyethane), O (water). Product: eluent, ClC=1C=C2C(=CNC2=CC1)CCNC(=O)C=1C(=CC=CC1)C1=CC(=CC=C1)F (N-(2-(5-chloro-1H-indol-3-yl)ethyl)-3′-fluorobiphenyl-2-carboxamide). The yield is 73.8%. RXN SMILES: [Cl:1][C:2]1[CH:3]=[C:4]2[C:8](=[CH:9][CH:10]=1)[NH:7][CH:6]=[C:5]2[CH2:11][CH2:12][NH:13][C:14](=[O:22])[C:15]1[CH:20]=[CH:19][CH:18]=[CH:17][C:16]=1I.[F:23][C:24]1[CH:25]=[C:26](B(O)O)[CH:27]=[CH:28][CH:29]=1.C(=O)([O-])[O-].[Na+].[Na+]>C(COC)OC.O.C1C=CC([P]([Pd]([P](C2C=CC=CC=2)(C2C=CC=CC=2)C2C=CC=CC=2)([P](C2C=CC=CC=2)(C2C=CC=CC=2)C2C=CC=CC=2)[P](C2C=CC=CC=2)(C2C=CC=CC=2)C2C=CC=CC=2)(C2C=CC=CC=2)C2C=CC=CC=2)=CC=1>[Cl:1][C:2]1[CH:3]=[C:4]2[C:8](=[CH:9][CH:10]=1)[NH:7][CH:6]=[C:5]2[CH2:11][CH2:12][NH:13][C:14]([C:15]1[C:16]([C:28]2[CH:27]=[CH:26][CH:25]=[C:24]([F:23])[CH:29]=2)=[CH:17][CH:18]=[CH:19][CH:20]=1)=[O:22] |f:2.3.4,^1:49,51,70,89|. Procedure: N-(2-(5-chloro-1H-indol-3-yl)ethyl)-3′-fluorobiphenyl-2-carboxamide was prepared according to method B with N-(2-(5-chloro-1H-indol-3-yl)ethyl)-2-iodobenzamide (0.075 g; 0.176 mmol), 3-fluorophenylboronic acid (0.026 g; 0.180 mmol), tetrakis(triphenylphosphine)palladium (0.010 g; 0.009 mmol), sodium carbonate (0.037 g; 0.353 mmol), in dimethoxyethane (3 mL) and water (1 mL), irradiated in a microwave oven at 130° C. for 15 minutes. Flash chromatography on silica gel (eluent 2 to 20% ethyl acetat... The reactants are BrC=1C=C(C=CC1)C1=NC=CC=C1 (2-(3-bromophenyl)pyridine), C(C)(C)(C)C1=CC=C(C=C1)B(O)O (4-tert-butylphenylboronic acid), Pd(Ph3)4, C(=O)([O-])[O-].[K+].[K+] (K2CO3), COCCOC (DME). Run in O (water). Yields the product C(C)(C)(C)C1=CC=C(C=C1)C1=CC(=CC=C1)C1=NC=CC=C1 (2-(4′-tert-butylbiphenyl-3-yl)pyridine). Reaction SMILES: Br[C:2]1[CH:3]=[C:4]([C:8]2[CH:13]=[CH:12][CH:11]=[CH:10][N:9]=2)[CH:5]=[CH:6][CH:7]=1.[C:14]([C:18]1[CH:23]=[CH:22][C:21](B(O)O)=[CH:20][CH:19]=1)([CH3:17])([CH3:16])[CH3:15].C([O-])([O-])=O.[K+].[K+].COCCOC>O>[C:14]([C:18]1[CH:23]=[CH:22][C:21]([C:2]2[CH:7]=[CH:6][CH:5]=[C:4]([C:8]3[CH:13]=[CH:12][CH:11]=[CH:10][N:9]=3)[CH:3]=2)=[CH:20][CH:19]=1)([CH3:17])([CH3:16])[CH3:15] |f:2.3.4|. Procedure: 13.7 g (0.058 mol) of 2-(3-bromophenyl)pyridine was added to 12.5 g (0.070 mol) of 4-tert-butylphenylboronic acid, 3.4 g (0.003 mol) of Pd(Ph3)4, 22.0 g (0.16 mol) of K2CO3, 50 mL of DME and 50 mL of water. The reaction mixture was refluxed for 20 hours and separated on silica gel column. MS confirmed the desired product. Starting materials: C(CCC)C1=NN(C(=C1CC1=CC=C(C=C1)C1=C(C=CC=C1)S(NC(C1=C(C=CC=C1)Cl)=O)(=O)=O)C(=O)OCC)C1=C(C=CC(=C1)[N+](=O)[O-])Cl (ethyl 3-n-butyl-4-[[2'-[N-(2-chlorobenzoyl)sulfamoyl]biphenyl-4-yl]methyl]-1-(2-chloro-5-nitrophenyl)-1H-pyrazole-5-carboxylate), [H][H] (hydrogen). Reagents/catalysts: [Pt]=O (platinum oxide). Run in C(C)O (ethanol). The product is NC=1C=CC(=C(C1)N1N=C(C(=C1C(=O)OCC)CC1=CC=C(C=C1)C1=C(C=CC=C1)S(NC(C1=C(C=CC=C1)Cl)=O)(=O)=O)CCCC)Cl (Ethyl 1-(5-Amino-2-chlorophenyl)-3-n-butyl-4-[[2'-[N-(2-chlorobenzoyl)sulfamoyl]biphenyl-4-yl]methyl]-1H-pyrazole-5-carboxylate). Isolated yield 92.9%. Reaction SMILES: [CH2:1]([C:5]1[C:9]([CH2:10][C:11]2[CH:16]=[CH:15][C:14]([C:17]3[CH:22]=[CH:21][CH:20]=[CH:19][C:18]=3[S:23](=[O:35])(=[O:34])[NH:24][C:25](=[O:33])[C:26]3[CH:31]=[CH:30][CH:29]=[CH:28][C:27]=3[Cl:32])=[CH:13][CH:12]=2)=[C:8]([C:36]([O:38][CH2:39][CH3:40])=[O:37])[N:7]([C:41]2[CH:46]=[C:45]([N+:47]([O-])=O)[CH:44]=[CH:43][C:42]=2[Cl:50])[N:6]=1)[CH2:2][CH2:3][CH3:4].[H][H]>[Pt]=O.C(O)C>[NH2:47][C:45]1[CH:44]=[CH:43][C:42]([Cl:50])=[C:41]([N:7]2[C:8]([C:36]([O:38][CH2:39][CH3:40])=[O:37])=[C:9]([CH2:10][C:11]3[CH:12]=[CH:13][C:14]([C:17]4[CH:22]=[CH:21][CH:20]=[CH:19][C:18]=4[S:23](=[O:34])(=[O:35])[NH:24][C:25](=[O:33])[C:26]4[CH:31]=[CH:30][CH:29]=[CH:28][C:27]=4[Cl:32])=[CH:15][CH:16]=3)[C:5]([CH2:1][CH2:2][CH2:3][CH3:4])=[N:6]2)[CH:46]=1. Procedure details: A mixture of 450 mg (0.612 mmol) of ethyl 3-n-butyl-4-[[2'-[N-(2-chlorobenzoyl)sulfamoyl]biphenyl-4-yl]methyl]-1-(2-chloro-5-nitrophenyl)-1H-pyrazole-5-carboxylate (from Step H), 50 mg of platinum oxide and 80 mL of ethanol was shaken with hydrogen at 3-4 atm for 1.25 hours. The catalyst was removed by filtration through Celite, and the filtrate was concentrated in vacuo to yield 401 mg (93%) of the title compound as a tan solid, mp>75° C. (gradual); nearly homogeneous by TLC in 95:5 CH2Cl2 --Me...